This data is from the Open Reaction Database (ORD), a public repository of structured organic reaction records. The task is: describe an organic reaction: reactants, conditions, products, and yield The reactants are C(C)(C)(C)C=1C=C(C=C(C1O)C(C)(C)C)CCC(=O)OC (methyl β-(3,5-di-tert.-butyl-4-hydroxyphenyl)-propionate), C(CCCCCCC\C=C/CCCCCCCC)O (oleyl alcohol). Solvent: C1(=CC=CC=C1)C (toluene), C1(=CC=CC=C1)C (toluene). Conditions: temperature 120 celsius, time 4 hour. Product: C(C)(C)(C)C=1C=C(C=C(C1O)C(C)(C)C)CCC(=O)OCCCCCCCC\C=C/CCCCCCCC (oleyl β-(3,5-di-tert.-butyl-4-hydroxyphenyl)-propionate). Reaction SMILES: [C:1]([C:5]1[CH:6]=[C:7]([CH2:16][CH2:17][C:18]([O:20][CH3:21])=[O:19])[CH:8]=[C:9]([C:12]([CH3:15])([CH3:14])[CH3:13])[C:10]=1[OH:11])([CH3:4])([CH3:3])[CH3:2].[CH2:22](O)[CH2:23][CH2:24][CH2:25][CH2:26][CH2:27][CH2:28][CH2:29]/[CH:30]=[CH:31]\[CH2:32][CH2:33][CH2:34][CH2:35][CH2:36][CH2:37][CH2:38]C>C1(C)C=CC=CC=1>[C:1]([C:5]1[CH:6]=[C:7]([CH2:16][CH2:17][C:18]([O:20][CH2:21][CH2:22][CH2:23][CH2:24][CH2:25][CH2:26][CH2:27][CH2:28]/[CH:29]=[CH:30]\[CH2:31][CH2:32][CH2:33][CH2:34][CH2:35][CH2:36][CH2:37][CH3:38])=[O:19])[CH:8]=[C:9]([C:12]([CH3:13])([CH3:14])[CH3:15])[C:10]=1[OH:11])([CH3:2])([CH3:3])[CH3:4]. Procedure details: 292.4 g (1 mole) of methyl β-(3,5-di-tert.-butyl-4-hydroxyphenyl)-propionate and 383.6 g (1 mole) of oleyl alcohol are initially taken in 50 ml of toluene and are heated at 120° C., so that the toluene has distilled off in the course of one hour. 2.5 g of lithium amide are then added and the methanol which is formed is distilled off at 80° C. The mixture is then heated to 120° C. and is kept at this temperature for 4 hours. The reaction is monitored by thin layer chromatography. When the reactio...